Dataset: the Open Reaction Database (ORD), a public repository of structured organic reaction records. Task: describe an organic reaction: reactants, conditions, products, and yield Reactants: CC(C(=O)NC1=CC=C2C=CCOC2=C1C(=O)OC)(C)C (Methyl 7-(2,2-dimethylpropionylamino)-2H-chromene-8-carboxylate), CC(C(=O)NC1=CC=C2C=CCOC2=C1C(=O)OC)(C)C (Methyl 7-(2,2-dimethylpropionylamino)-2H-chromene-8-carboxylate), ClC(C(=O)[O-])(F)F.[Na+] (Sodium chlorodifluoroacetate). The solvent is COCCOCCOC (diglyme). Reaction conditions: temperature 160 celsius. Product: CC(C(=O)NC1=CC=C2C3C(COC2=C1C(=O)OC)C3(F)F)(C)C (methyl (1aRS,7bSR)-5-(2,2-dimethylpropionylamino)-1,1-difluoro-1,1a,2,7b-tetrahydro-cyclopropa[c]chromene-4-carboxylate). Yield: 56.3%. Reaction SMILES: [CH3:1][C:2]([CH3:21])([CH3:20])[C:3]([NH:5][C:6]1[C:15]([C:16]([O:18][CH3:19])=[O:17])=[C:14]2[C:9]([CH:10]=[CH:11][CH2:12][O:13]2)=[CH:8][CH:7]=1)=[O:4].Cl[C:23]([F:28])([F:27])C([O-])=O.[Na+]>COCCOCCOC>[CH3:1][C:2]([CH3:21])([CH3:20])[C:3]([NH:5][C:6]1[C:15]([C:16]([O:18][CH3:19])=[O:17])=[C:14]2[C:9]([CH:10]3[C:23]([F:28])([F:27])[CH:11]3[CH2:12][O:13]2)=[CH:8][CH:7]=1)=[O:4] |f:1.2|. Procedure details: Methyl 7-(2,2-dimethylpropionylamino)-2H-chromene-8-carboxylate (Intermediate 45, 1.0 g) was dissolved in diglyme (30 mL) and the solution was heated to 160° C. Sodium chlorodifluoroacetate (4.27 g) was added in portions over 15 minutes with the final portion being washed in with diglyme (15 mL). On completion of the addition the mixture was heated at 180° C. for 15 minutes. After cooling, the mixture was poured into water and extracted with ethyl acetate, washed with water, dried (MgSO4) and fi... Reactants: O=C(Cl)c1ccc(OC(F)(F)F)c(Br)c1, FC(F)(F)c1cccc(C(F)(F)F)c1, [H][H], O, [Pd]. Yields the product O=Cc1ccc(OC(F)(F)F)c(Br)c1. RXN SMILES: [Br:15][c:16]1[cH:17][c:18]([C:19](=[O:20])[Cl:21])[cH:22][cH:23][c:24]1[O:25][C:26]([F:27])([F:28])[F:29].[F:1][C:2]([F:3])([F:4])[c:5]1[cH:6][cH:7][cH:8][c:9]([C:10]([F:11])([F:12])[F:13])[cH:14]1.[H:30][H:31].[OH2:33].[Pd:32]>>[Br:15][c:16]1[cH:17][c:18]([CH:19]=[O:20])[cH:22][cH:23][c:24]1[O:25][C:26]([F:27])([F:28])[F:29]. Procedure: A stirred solution of (3R,4S)-3-acetamido-N-tert-butyl-4-(3-(4,4,5,5-tetramethyl-1,3,2-dioxaborolan-2-yl)propyl)pyrrolidine-3-carboxamide (Example 8, step 4) (198 mg, 0.5 mmol) in anhydrous 1,2-dichloroethane (5 mL) was treated with anhydrous sodium sulfate (1 g) and 3-dimethylamino-2,2-dimethylpropionaldehyde (91 mg, 0.7 mmol), stirred for 2 h, then treated with sodium triacetoxyborohydride (212 mg, 1.0 mmol) and glacial acetic acid (2 drops) and stirred for 16 h. Aqueous sodium carbonate (10%,... Reactants: C(C)(=O)N[C@]1(CNC[C@@H]1CCCB1OC(C(O1)(C)C)(C)C)C(=O)NC(C)(C)C ((3R,4S)-3-acetamido-N-tert-butyl-4-(3-(4,4,5,5-tetramethyl-1,3,2-dioxaborolan-2-yl)propyl)pyrrolidine-3-carboxamide), S(=O)(=O)([O-])[O-].[Na+].[Na+] (sodium sulfate), CN(CC(C=O)(C)C)C (3-dimethylamino-2,2-dimethylpropionaldehyde), C(C)(=O)O[BH-](OC(C)=O)OC(C)=O.[Na+] (sodium triacetoxyborohydride), C([O-])([O-])=O.[Na+].[Na+] (sodium carbonate). Yields the product N[C@]1(CN(C[C@@H]1CCCB(O)O)CC(CN(C)C)(C)C)C(=O)O ((3R,4S)-3-amino-4-(3-boronopropyl)-1-(3-(dimethylamino)-2,2-dimethylpropyl)pyrrolidine-3-carboxylic acid). The reagents and catalysts are C(C)(=O)O (acetic acid). Run in ClCCCl (1,2-dichloroethane). RXN SMILES: C([NH:4][C@:5]1([C:22](NC(C)(C)C)=[O:23])[C@@H:9]([CH2:10][CH2:11][CH2:12][B:13]2[O:17]C(C)(C)C(C)(C)[O:14]2)[CH2:8][NH:7][CH2:6]1)(=O)C.S([O-])([O-])(=O)=O.[Na+].[Na+].[CH3:36][N:37]([CH3:44])[CH2:38][C:39]([CH3:43])([CH3:42])[CH:40]=O.C(O[BH-](OC(=O)C)OC(=O)C)(=[O:47])C.[Na+].C(=O)([O-])[O-].[Na+].[Na+]>ClCCCl.C(O)(=O)C>[NH2:4][C@:5]1([C:22]([OH:23])=[O:47])[C@@H:9]([CH2:10][CH2:11][CH2:12][B:13]([OH:14])[OH:17])[CH2:8][N:7]([CH2:40][C:39]([CH3:43])([CH3:42])[CH2:38][N:37]([CH3:44])[CH3:36])[CH2:6]1 |f:1.2.3,5.6,7.8.9|. Conditions: time 2 hour. Isolated yield 21.9%. Starting materials: O=C1CCC(=O)N1Br, CC(=O)NCc1sccc1C, O=C(OOC(=O)c1ccccc1)c1ccccc1, ClC(Cl)(Cl)Cl. The product is CC(=O)NCc1sccc1CBr. As a reaction SMILES: [Br:12][N:13]1[C:14](=[O:15])[CH2:16][CH2:17][C:18]1=[O:19].[C:1]([CH3:2])(=[O:3])[NH:4][CH2:5][c:6]1[s:7][cH:8][cH:9][c:10]1[CH3:11].[C:20]([O:21][O:22][C:23](=[O:24])[c:25]1[cH:26][cH:27][cH:28][cH:29][cH:30]1)(=[O:31])[c:32]1[cH:33][cH:34][cH:35][cH:36][cH:37]1.[C:38]([Cl:39])([Cl:40])([Cl:41])[Cl:42]>>[C:1]([CH3:2])(=[O:3])[NH:4][CH2:5][c:6]1[s:7][cH:8][cH:9][c:10]1[CH2:11][Br:12].